Dataset: the Open Reaction Database (ORD), a public repository of structured organic reaction records. Task: describe an organic reaction: reactants, conditions, products, and yield Reactants: COC(=O)C(C)(C)CCBr, CC(=O)N(c1ccc(Cl)cc1)C1CC(C)N(C(=O)c2ccc(O)cc2)c2ccccc21, [K+], [K+], O=C([O-])[O-], CN(C)C=O. The product is COC(=O)C(C)(C)CCOc1ccc(C(=O)N2c3ccccc3C(N(C(C)=O)c3ccc(Cl)cc3)CC2C)cc1. RXN SMILES: [CH3:38][O:39][C:40]([C:41]([CH2:42][CH2:43][Br:44])([CH3:45])[CH3:46])=[O:47].[Cl:1][c:2]1[cH:3][cH:4][c:5]([N:8]([C:9]([CH3:10])=[O:11])[CH:12]2[CH2:13][CH:14]([CH3:31])[N:15]([C:22]([c:23]3[cH:24][cH:25][c:26]([OH:29])[cH:27][cH:28]3)=[O:30])[c:16]3[cH:17][cH:18][cH:19][cH:20][c:21]32)[cH:6][cH:7]1.[K+:32].[K+:33].[O-:34][C:35]([O-:36])=[O:37].[O:48]=[CH:49][N:50]([CH3:51])[CH3:52]>>[Cl:1][c:2]1[cH:3][cH:4][c:5]([N:8]([C:9]([CH3:10])=[O:11])[CH:12]2[CH2:13][CH:14]([CH3:31])[N:15]([C:22]([c:23]3[cH:24][cH:25][c:26]([O:29][CH2:43][CH2:42][C:41]([C:40]([O:39][CH3:38])=[O:47])([CH3:45])[CH3:46])[cH:27][cH:28]3)=[O:30])[c:16]3[cH:17][cH:18][cH:19][cH:20][c:21]32)[cH:6][cH:7]1. The reactants are (NH4)2SO4, C(C)(C)=NOC(C(=O)OCC)C (ethyl α-(isopropylideneaminooxy)propionate), [OH-].[Na+] (NaOH), Cl (HCl). Conditions: time 20 minute. Product: C(C)(C)=NOC(C(=O)O)C ((±)-α-(isopropylideneaminooxy)propionic acid). RXN SMILES: [C:1](=[N:4][O:5][CH:6]([CH3:12])[C:7]([O:9]CC)=[O:8])([CH3:3])[CH3:2].[OH-].[Na+].Cl>>[C:1](=[N:4][O:5][CH:6]([CH3:12])[C:7]([OH:9])=[O:8])([CH3:3])[CH3:2] |f:1.2|. Procedure: The ethyl α-(isopropylideneaminooxy)propionate was added to 5% NaOH solution (1.2 L) at 70° C. After 20 min, the solution was cooled to rt and acidified to pH 2.0 with 5N HCl solution. Then to the solution was added (NH4)2SO4 (500 g) and the mixture was extracted with 1:1 benzene:Et2O (2×300 mL). The combined organic extracts were dried over Na2SO4 and concentrated to approximately 200 mL. Petroleum ether (500 mL) was added and the solution was cooled to −20° C. overnight. The recrystallized pro... The reactants are CS(C)=O, CCOC(=O)c1cccc2c1CCCC2Cl, N#C[Na]. Yields the product CCOC(=O)c1cccc2c1CCCC2C#N. Reaction SMILES: [CH3:20][S:21]([CH3:22])=[O:23].[Cl:1][CH:2]1[CH2:3][CH2:4][CH2:5][c:6]2[c:7]([C:12](=[O:13])[O:14][CH2:15][CH3:16])[cH:8][cH:9][cH:10][c:11]21.[Na:17][C:18]#[N:19]>>[CH:2]1([C:18]#[N:19])[CH2:3][CH2:4][CH2:5][c:6]2[c:7]([C:12](=[O:13])[O:14][CH2:15][CH3:16])[cH:8][cH:9][cH:10][c:11]21. Reactants: Cl (HCl), C(C)(C)(C)OC(N[C@@H]([C@@H](CC)C)C(=O)N1CC(C(C1)(F)F)(F)F)=O ([(1S,2R)-2-methyl-1-(3,3,4,4-tetrafluoro-pyrrolidine-1-carbonyl)-butyl]-carbamic acid tert-butyl ester). Yields the product N[C@H](C(=O)N1CC(C(C1)(F)F)(F)F)[C@@H](CC)C ((2S,3R)-2-amino-3-methyl-1-(3,3,4,4-tetrafluoro-pyrrolidin-1-yl)-pentan-1-one). RXN SMILES: Cl.C(OC(=O)[NH:8][C@H:9]([C:14]([N:16]1[CH2:20][C:19]([F:22])([F:21])[C:18]([F:24])([F:23])[CH2:17]1)=[O:15])[C@H:10]([CH3:13])[CH2:11][CH3:12])(C)(C)C>>[NH2:8][C@@H:9]([C@H:10]([CH3:13])[CH2:11][CH3:12])[C:14]([N:16]1[CH2:20][C:19]([F:21])([F:22])[C:18]([F:24])([F:23])[CH2:17]1)=[O:15]. Reported procedure: (2S,3R)-2-amino-3-methyl-1-(3,3,4,4-tetrafluoro-pyrrolidin-1-yl)-pentan-1-one was prepared by HCl treatment of [(1S,2R)-2-methyl-1-(3,3,4,4-tetrafluoro-pyrrolidine-1-carbonyl)-butyl]-carbamic acid tert-butyl ester as analogously described in Step 2 of Example 1. (mp>250° C.). Reactants: solid, Cl.Cl.O1CCC2=C1C=CC=C2C2CCN(CC2)CC[C@@H]2CC[C@H](CC2)N (trans-4-{2-[4-(2,3-dihydro-benzofuran-4-yl)-piperidin-1-yl]-ethyl}-cyclohexylamine dihydrochloride), Cl.Cl.O1CCC2=C1C=CC=C2C2CCN(CC2)CC[C@@H]2CC[C@H](CC2)N (trans-4-{2-[4-(2,3-dihydro-benzofuran-4-yl)-piperidin-1-yl]-ethyl}-cyclohexylamine dihydrochloride), ClC1=C(C(=O)O)C=CC(=C1)Cl (2,4-dichloro-benzoic acid). Product: ClC1=C(C(=O)N[C@@H]2CC[C@H](CC2)CCN2CCC(CC2)C2=CC=CC3=C2CCO3)C=CC(=C1)Cl (trans-2,4-Dichloro-N-(4-{2-[4-(2,3-dihydro-benzofuran-4-yl)-piperidin-1-yl]-ethyl}-cyclohexyl)-benzamide). As a reaction SMILES: Cl.Cl.[O:3]1[C:7]2[CH:8]=[CH:9][CH:10]=[C:11]([CH:12]3[CH2:17][CH2:16][N:15]([CH2:18][CH2:19][C@H:20]4[CH2:25][CH2:24][C@H:23]([NH2:26])[CH2:22][CH2:21]4)[CH2:14][CH2:13]3)[C:6]=2[CH2:5][CH2:4]1.[Cl:27][C:28]1[CH:36]=[C:35]([Cl:37])[CH:34]=[CH:33][C:29]=1[C:30](O)=[O:31]>>[Cl:27][C:28]1[CH:36]=[C:35]([Cl:37])[CH:34]=[CH:33][C:29]=1[C:30]([NH:26][C@H:23]1[CH2:22][CH2:21][C@H:20]([CH2:19][CH2:18][N:15]2[CH2:16][CH2:17][CH:12]([C:11]3[C:6]4[CH2:5][CH2:4][O:3][C:7]=4[CH:8]=[CH:9][CH:10]=3)[CH2:13][CH2:14]2)[CH2:25][CH2:24]1)=[O:31] |f:0.1.2|. Procedure: The title compound, white solid (97 mg, 78%), MS (ISP) m/z=501.1 [(M+H)+], mp 188° C., was prepared in accordance with the general method of example 1 from trans-4-{2-[4-(2,3-dihydro-benzofuran-4-yl)-piperidin-1-yl]-ethyl}-cyclohexylamine dihydrochloride (intermediate B) (100 mg, 0.25 mmol) and 2,4-dichloro-benzoic acid. Reactants: COC1=C(COC2=CC=C(N)C=C2)C=CC(=C1)OC (p-(2,4-Dimethoxybenzyloxy)aniline), N(=O)[O-].[Na+] (sodium nitrite), Cl (hydrochloric acid), stannous chloride dihydrate, Cl (hydrochloric acid). Solvent: O (water). The product is Cl.COC1=C(COC2=CC=C(C=C2)NN)C=CC(=C1)OC (p-(2,4-dimethoxybenzyloxy)phenyl hydrazine hydrochloride). Reaction SMILES: [CH3:1][O:2][C:3]1[CH:17]=[C:16]([O:18][CH3:19])[CH:15]=[CH:14][C:4]=1[CH2:5][O:6][C:7]1[CH:13]=[CH:12][C:10]([NH2:11])=[CH:9][CH:8]=1.[N:20]([O-])=O.[Na+].[ClH:24]>O>[ClH:24].[CH3:1][O:2][C:3]1[CH:17]=[C:16]([O:18][CH3:19])[CH:15]=[CH:14][C:4]=1[CH2:5][O:6][C:7]1[CH:13]=[CH:12][C:10]([NH:11][NH2:20])=[CH:9][CH:8]=1 |f:1.2,5.6|. Procedure details: p-(2,4-Dimethoxybenzyloxy)aniline (2.5 g, 0.01 M) is diazotized with concentrated hydrochloric acid (6 ml) and sodium nitrite (1 g) in water (2 ml) at 0° C. This solution is treated with stannous chloride dihydrate (7 g) in concentrated hydrochloric acid (20 ml) at 0° C. for 2 hours. After 12 hours at 0° C. the precipitate is filtered off and recrystallized from ethanol to afford p-(2,4-dimethoxybenzyloxy)phenyl hydrazine hydrochloride. The free base is liberated by treatment with aqueous sodium... The reactants are O=C(O)c1ccc(N2CC(F)(F)C2)c(OCC2CC2)n1, NC(c1cccnc1)C(F)(F)F. Yields the product O=C(NC(c1cccnc1)C(F)(F)F)c1ccc(N2CC(F)(F)C2)c(OCC2CC2)n1. As a reaction SMILES: [CH:1]1([CH2:4][O:5][c:6]2[c:7]([N:15]3[CH2:16][C:17]([F:19])([F:20])[CH2:18]3)[cH:8][cH:9][c:10]([C:12](=[O:13])[OH:14])[n:11]2)[CH2:2][CH2:3]1.[F:21][C:22]([CH:23]([c:24]1[cH:25][n:26][cH:27][cH:28][cH:29]1)[NH2:30])([F:31])[F:32]>>[CH:1]1([CH2:4][O:5][c:6]2[c:7]([N:15]3[CH2:16][C:17]([F:19])([F:20])[CH2:18]3)[cH:8][cH:9][c:10]([C:12](=[O:14])[NH:30][CH:23]([C:22]([F:21])([F:31])[F:32])[c:24]3[cH:25][n:26][cH:27][cH:28][cH:29]3)[n:11]2)[CH2:2][CH2:3]1.